This data is from the Open Reaction Database (ORD), a public repository of structured organic reaction records. The task is: describe an organic reaction: reactants, conditions, products, and yield As a reaction SMILES: F[C:2]1[C:11]([N:12]2[CH2:17][CH2:16][N:15]([CH3:18])[CH2:14][CH2:13]2)=[CH:10][C:9]2[N:4]([C:5](=[O:26])[C:6]([C:21]([O:23]CC)=[O:22])=[CH:7][C:8]=2NC)[CH:3]=1.[OH-].[Na+].[ClH:29]>C1COCC1>[ClH:29].[CH3:18][N:15]1[CH2:16][CH2:17][N:12]([C:11]2[CH:2]=[CH:3][N:4]3[C:9]([CH:10]=2)=[CH:8][CH:7]=[C:6]([C:21]([OH:23])=[O:22])[C:5]3=[O:26])[CH2:13][CH2:14]1 |f:1.2,5.6|. The product is Cl.CN1CCN(CC1)C=1C=CN2C(C(=CC=C2C1)C(=O)O)=O (8-(4-methylpiperazin-1-yl)-4H-quinolizin-4-one-3-carboxylic acid hydrochloride). Reactants: FC1=CN2C(C(=CC(=C2C=C1N1CCN(CC1)C)NC)C(=O)OCC)=O (ethyl 7-fluoro-1-methylamino-8-(4-methylpiperazin-1-yl)-4H-quinolizin-4-one-3-carboxylate), Cl (hydrochloric acid), aqueous solution, [OH-].[Na+] (sodium hydroxide). The solvent is C1CCOC1 (THF). Conditions: temperature 75 celsius, time 8 hour. Procedure: A mixture of 1 g (2.75 mmol) of ethyl 7-fluoro-1-methylamino-8-(4-methylpiperazin-1-yl)-4H-quinolizin-4-one-3-carboxylate, from Step 7, in 12 mL of THF and 16.5 mL of a 0.5N aqueous solution of sodium hydroxide is heated, with stirring, at 75° C. for 8 hours. The THF is removed from the reaction mixture by distillation during the reaction. The concentrated reaction mixture is cooled to ambient temperature and adjusted to pH 2.0 with 10.5 mL of 1N aqueous hydrochloric acid solution. The aqueous s... Reactants: CCOC(=O)CC(=O)c1cccc(C)n1, Cl, NN1CCCC1=O, O, c1ccncc1. The product is CCOC(=O)CC(=NN1CCCC1=O)c1cccc(C)n1. As a reaction SMILES: [CH2:9]([CH3:10])[O:11][C:12]([CH2:13][C:14](=[O:15])[c:16]1[n:17][c:18]([CH3:22])[cH:19][cH:20][cH:21]1)=[O:23].[ClH:1].[NH2:2][N:3]1[C:4](=[O:8])[CH2:5][CH2:6][CH2:7]1.[OH2:30].[cH:24]1[cH:25][cH:26][n:27][cH:28][cH:29]1>>[N:2]([N:3]1[C:4](=[O:8])[CH2:5][CH2:6][CH2:7]1)=[C:14]([CH2:13][C:12]([O:11][CH2:9][CH3:10])=[O:23])[c:16]1[n:17][c:18]([CH3:22])[cH:19][cH:20][cH:21]1. The reactants are C1(=CC=CC=C1)C1=NN=C(S1)N (5-phenyl-1,3,4-thiadiazol-2-amine), C(#N)CC(=O)O (cyano acetic acid), CCN=C=NCCCN(C)C.Cl (EDC-HCl). Solvent: C(C)#N (acetonitrile), Cl (HCl). Yields the product C(#N)CC(=O)NC=1SC(=NN1)C1=CC=CC=C1 (2-cyano-N-(5-phenyl-1,3,4-thiadiazol-2-yl)acetamide). RXN SMILES: [C:1]1([C:7]2[S:11][C:10]([NH2:12])=[N:9][N:8]=2)[CH:6]=[CH:5][CH:4]=[CH:3][CH:2]=1.[C:13]([CH2:15][C:16](O)=[O:17])#[N:14].CCN=C=NCCCN(C)C.Cl>C(#N)C.Cl>[C:13]([CH2:15][C:16]([NH:12][C:10]1[S:11][C:7]([C:1]2[CH:2]=[CH:3][CH:4]=[CH:5][CH:6]=2)=[N:8][N:9]=1)=[O:17])#[N:14] |f:2.3|. Reported procedure: 5-phenyl-1,3,4-thiadiazol-2-amine (600 mg, 3.3 mmol), cyano acetic acid (300 mg, 3.6 mmol), and EDC-HCl (861 mg, 4.5 mmol) were stirred in acetonitrile (15 mL) at room temperature for 2 hours. The mixture was diluted with aqueous 1N HCl and the aqueous phase was extracted with ethyl acetate. The combined organic extracts were dried over sodium sulfate, filtered and concentrated in vacuo. The residue was triturated with ethyl acetate/hexanes (1/9) to afford 2-cyano-N-(5-phenyl-1,3,4-thiadiazol-2-... Starting materials: C(CCCCCCCCC(=O)OC1CC(NC(C1)(C)C)(C)C)(=O)OC1CC(NC(C1)(C)C)(C)C (bis(2,2,6,6-tetramethylpiperid-4-yl) sebacate), C(CCCCCCCCCCC)C1C(N(C(C1)=O)C1CC(NC(C1)(C)C)(C)C)=O (3-dodecyl-1-(2,2,6,6-tetramethylpiperidin-4-yl)pyrrolidin-2,5-dione), C(C(=C)C)(=O)OC1CC(N(C(C1)(C)C)OCCCCCCCC)(C)C (1-octyloxy-2,2,6,6-tetramethylpiperidin-4-yl methacrylate), bis(1-acetyl-2,2,6,6-pentamethyl-4-piperidinyl) ester, bis(1,2,2,6,6-pentamethyl-4-piperidinyl) ester, C(C(C(CC(=O)OC1CC(N(C(C1)(C)C)C)(C)C)C(=O)OC1CC(N(C(C1)(C)C)C)(C)C)C(=O)OC1CC(N(C(C1)(C)C)C)(C)C)C(=O)OC1CC(N(C(C1)(C)C)C)(C)C (tetra(1,2,2,6,6-pentamethylpiperid-4-yl) butane-1,2,3,4-tetracarboxylate), C(CC(=O)O)(=O)O (propanedioic acid), 2,2,4,4-tetramethyl-7-oxa-3,20-diaza-21-oxo-dispiro[5.1.11.2]heneicosane, C(C(C(CC(=O)OC1CC(NC(C1)(C)C)(C)C)C(=O)OC1CC(NC(C1)(C)C)(C)C)C(=O)OC1CC(NC(C1)(C)C)(C)C)C(=O)OC1CC(NC(C1)(C)C)(C)C (tetra(2,2,6,6-tetramethylpiperid-4-yl) butane-1,2,3,4-tetracarboxylate), C(CCCCCCCCC(=O)OC1CC(N(C(C1)(C)C)C)(C)C)(=O)OC1CC(N(C(C1)(C)C)C)(C)C (bis(1,2,2,6,6-pentamethylpiperid-4-yl) sebacate), C(CCC)C(C(=O)OC1CC(N(C(C1)(C)C)C)(C)C)(C(=O)OC1CC(N(C(C1)(C)C)C)(C)C)CC1=CC(=C(C(=C1)C(C)(C)C)O)C(C)(C)C (di(1,2,2,6,6-pentamethylpiperid-4-yl) 2-n-butyl-2-(3,5-di-tert-butyl-4-hydroxybenzyl)malonate), C(CC(=O)O)(=O)O (propanedioic acid), C(CCCCCCCCCCC)C1C(N(C(C1)=O)C1CC(N(C(C1)(C)C)C(C)=O)(C)C)=O (3-dodecyl-1-(1-acetyl-2,2,6,6-tetramethylpiperidin-4-yl)pyrrolidin-2,5-dione), C(CCCCCCCCC(=O)OC1CC(N(C(C1)(C)C)OCCCCCCCC)(C)C)(=O)OC1CC(N(C(C1)(C)C)OCCCCCCCC)(C)C (bis(1-octyloxy-2,2,6,6-tetramethylpiperid-4-yl) sebacate), OCCNC1=NC(=NC(=N1)C1C(N(C(CC1NCCCC)(C)C)C)(C)C)C1C(N(C(CC1NCCCC)(C)C)C)(C)C (2-(2-hydroxyethylamino)-4,6-bis(4-n-butylamino-1,2,2,6,6-pentamethylpiperidyl)-1,3,5-triazine). Yields the product C(CCC(=O)OC1CC(NC(C1)(C)C)(C)C)(=O)OC1CC(NC(C1)(C)C)(C)C (bis(2,2,6,6-tetramethylpiperid-4-yl) succinate). As a reaction SMILES: C(OC1CC(C)(C)NC(C)(C)C1)(=O)CCCCC[CH2:7][CH2:8][CH2:9][C:10]([O:12][CH:13]1[CH2:18][C:17]([CH3:20])([CH3:19])[NH:16][C:15]([CH3:22])([CH3:21])[CH2:14]1)=[O:11].C(OC1CC(C)(C)N(C)C(C)(C)C1)(=O)CCCCCCCCC([O:46][CH:47]1[CH2:52][C:51]([CH3:54])([CH3:53])[N:50](C)[C:49]([CH3:57])([CH3:56])[CH2:48]1)=O.C(OC1CC(C)(C)N(OCCCCCCCC)C(C)(C)C1)(=O)CCCCCCCCC(OC1CC(C)(C)N(OCCCCCCCC)C(C)(C)C1)=[O:81].C(C(CC1C=C(C(C)(C)C)C(O)=C(C(C)(C)C)C=1)(C(OC1CC(C)(C)N(C)C(C)(C)C1)=O)C(OC1CC(C)(C)N(C)C(C)(C)C1)=O)CCC.C(OC1CC(C)(C)N(OCCCCCCCC)C(C)(C)C1)(=O)C(C)=C.OCCNC1N=C(C2C(NCCCC)CC(C)(C)N(C)C2(C)C)N=C(C2C(NCCCC)CC(C)(C)N(C)C2(C)C)N=1.C(C(OC1CC(C)(C)NC(C)(C)C1)=O)C(C(OC1CC(C)(C)NC(C)(C)C1)=O)C(C(OC1CC(C)(C)NC(C)(C)C1)=O)CC(OC1CC(C)(C)NC(C)(C)C1)=O.C(C(OC1CC(C)(C)N(C)C(C)(C)C1)=O)C(C(OC1CC(C)(C)N(C)C(C)(C)C1)=O)C(C(OC1CC(C)(C)N(C)C(C)(C)C1)=O)CC(OC1CC(C)(C)N(C)C(C)(C)C1)=O.C(C1CC(=O)N(C2CC(C)(C)NC(C)(C)C2)C1=O)CCCCCCCCCCC.C(C1CC(=O)N(C2CC(C)(C)N(C(=O)C)C(C)(C)C2)C1=O)CCCCCCCCCCC.C(O)(=O)CC(O)=O>>[C:10]([O:12][CH:13]1[CH2:14][C:15]([CH3:21])([CH3:22])[NH:16][C:17]([CH3:19])([CH3:20])[CH2:18]1)(=[O:11])[CH2:9][CH2:8][C:7]([O:46][CH:47]1[CH2:48][C:49]([CH3:57])([CH3:56])[NH:50][C:51]([CH3:54])([CH3:53])[CH2:52]1)=[O:81]. Procedure details: bis(2,2,6,6-tetramethylpiperid-4-yl) sebacate; bis(1,2,2,6,6-pentamethylpiperid-4-yl) sebacate; bis(1-octyloxy-2,2,6,6-tetramethylpiperid-4-yl) sebacate; di(1,2,2,6,6-pentamethylpiperid-4-yl) 2-n-butyl-2-(3,5-di-tert-butyl-4-hydroxybenzyl)malonate; 1-octyloxy-2,2,6,6-tetramethylpiperidin-4-yl methacrylate; 2-(2-hydroxyethylamino)-4,6-bis(4-n-butylamino-1,2,2,6,6-pentamethylpiperidyl)-1,3,5-triazine; tetra(2,2,6,6-tetramethylpiperid-4-yl) butane-1,2,3,4-tetracarboxylate; tetra(1,2,2,6,6-pentameth...